This data is from the Open Reaction Database (ORD), a public repository of structured organic reaction records. The task is: describe an organic reaction: reactants, conditions, products, and yield The reactants are CC(=O)SC1CC(C=O)N(C(=O)OCc2ccc([N+](=O)[O-])cc2)C1, O=C([O-])O, SCCS, ClCCl, [Na+]. Product: CC(=O)SC1CC(C2SCCS2)N(C(=O)OCc2ccc([N+](=O)[O-])cc2)C1. As a reaction SMILES: [C:1]([CH3:2])(=[O:3])[S:4][CH:5]1[CH2:6][CH:7]([CH:23]=[O:24])[N:8]([C:10](=[O:11])[O:12][CH2:13][c:14]2[cH:15][cH:16][c:17]([N+:20](=[O:21])[O-:22])[cH:18][cH:19]2)[CH2:9]1.[C:29](=[O:30])([O-:31])[OH:32].[CH2:25]([CH2:26][SH:27])[SH:28].[Cl:34][CH2:35][Cl:36].[Na+:33]>>[C:1]([CH3:2])(=[O:3])[S:4][CH:5]1[CH2:6][CH:7]([CH:23]2[S:27][CH2:26][CH2:25][S:28]2)[N:8]([C:10](=[O:11])[O:12][CH2:13][c:14]2[cH:15][cH:16][c:17]([N+:20](=[O:21])[O-:22])[cH:18][cH:19]2)[CH2:9]1. Starting materials: CO[N-]C (N-methoxy-N-methylamide), N1=C(C=CC=C1)C (picoline), BrC1=NC=CC=C1 (bromopyridine), [Li+].CCC[CH2-] (N-butyllithium). The solvent is CCOCC (ether), CCOCC (ether), CCCCCC (hexane). Reaction conditions: temperature -78 celsius, time 1 hour. The product is C1(=CC=CC=C1)C(=O)CC1=CC=CC=C1 (Desoxybenzoin). Reaction SMILES: N1[CH:6]=[CH:5][CH:4]=[CH:3][C:2]=1[CH3:7].Br[C:9]1[CH:14]=[CH:13][CH:12]=[CH:11]N=1.[Li+].[CH3:16][CH2:17]C[CH2-].[CH3:20][O:21][N-]C>CCOCC.CCCCCC>[C:2]1([C:20]([CH2:9][C:14]2[CH:17]=[CH:16][CH:11]=[CH:12][CH:13]=2)=[O:21])[CH:7]=[CH:6][CH:5]=[CH:4][CH:3]=1 |f:2.3|. Reported procedure: A solution of 1.2 equivalents of the appropriate picoline or bromopyridine in ether at -78° C. under nitrogen was treated with 1 equivalent of N-butyllithium in hexane and then stirred one hour without cooling to generate the anion. The reaction was again cooled to -78° C. and an ether solution containing 1 equivalent of the appropriate N-methoxy-N-methylamide from procedure 1 was added dropwise. After the addition was complete the reaction was allowed to come to room temperature and stirred for... Starting materials: O (water), CC(C)OC1=CC=C(C=C1)C=1C(=NC=CC1)N (3-[4-(1-methylethoxy)phenyl]pyridin-2-amine), [H-].[Na+] (sodium hydride), ClCCS(=O)(=O)Cl (2-chloroethanesulfonyl chloride). The solvent is CCCCCC (hexane), C1CCOC1 (THF), C1CCOC1 (THF). Run at time 8 hour. The product is CC(C)OC1=CC=C(C=C1)C1=CC=CN2C1=NS(CC2)(=O)=O (9-[4-(1-methylethoxy)phenyl]-3,4-dihydropyrido[2,1-c][1,2,4]thiadiazine 2,2-dioxide). Isolated yield 73.7%. RXN SMILES: [CH3:1][CH:2]([O:4][C:5]1[CH:10]=[CH:9][C:8]([C:11]2[C:12]([NH2:17])=[N:13][CH:14]=[CH:15][CH:16]=2)=[CH:7][CH:6]=1)[CH3:3].[H-].[Na+].Cl[CH2:21][CH2:22][S:23](Cl)(=[O:25])=[O:24].O>C1COCC1.CCCCCC>[CH3:3][CH:2]([O:4][C:5]1[CH:6]=[CH:7][C:8]([C:11]2[C:12]3=[N:17][S:23](=[O:25])(=[O:24])[CH2:22][CH2:21][N:13]3[CH:14]=[CH:15][CH:16]=2)=[CH:9][CH:10]=1)[CH3:1] |f:1.2|. Reported procedure: A mixture of 3-[4-(1-methylethoxy)phenyl]pyridin-2-amine (350 mg) in dehydrated THF (5 mL) was added to a mixture of sodium hydride (60%, 307 mg) and 2-chloroethanesulfonyl chloride (750 mg) in dehydrated THF (5 mL) under ice-cooling. The reaction mixture was stirred at room temperature overnight, and water and hexane were added. The resulting precipitate was collected by filtration, and washed with water and diisopropyl ether to give the title compound (360 mg) as a white solid. The obtained so... The reactants are COC1=CC=C(CN)C=C1 (4-methoxybenzylamine), C(=O)([O-])[O-].[K+].[K+] (K2CO3), ClC1=NC=C(C2=C1C=C(S2)I)C#N (4-Chloro-2-iodo-thieno[3,2-c]pyridine-7-carbonitrile). Run in CN1CCCC1=O (NMP). Conditions: temperature 80 celsius, time 1.5 hour. Product: IC1=CC=2C(=NC=C(C2S1)C#N)NCC1=CC=C(C=C1)OC (2-Iodo-4-(4-methoxybenzylamino)-thieno[3,2-c]pyridine-7-carbonitrile). Yield: 78.6%. RXN SMILES: [CH3:1][O:2][C:3]1[CH:10]=[CH:9][C:6]([CH2:7][NH2:8])=[CH:5][CH:4]=1.C([O-])([O-])=O.[K+].[K+].Cl[C:18]1[C:23]2[CH:24]=[C:25]([I:27])[S:26][C:22]=2[C:21]([C:28]#[N:29])=[CH:20][N:19]=1>CN1C(=O)CCC1>[I:27][C:25]1[S:26][C:22]2[C:21]([C:28]#[N:29])=[CH:20][N:19]=[C:18]([NH:8][CH2:7][C:6]3[CH:9]=[CH:10][C:3]([O:2][CH3:1])=[CH:4][CH:5]=3)[C:23]=2[CH:24]=1 |f:1.2.3|. Reported procedure: To NMP (41.3 mL) and 4-methoxybenzylamine (3.66 mL, 28.1 mmol) was added K2CO3 (7.76 g, 56.2 mmol) and 4-chloro-2-iodo-thieno[3,2-c]pyridine-7-carbonitrile 26 (7.52 g, 23.4 mmol). The reaction was heated to 80° C. After 1.5 h, NMP was distilled away under reduced pressure. The resulting solids were suspended in H2O (500 mL) and filtered. The product was recrystallized from 350 mL of toluene to obtain 7.75 g of 27. 1H NMR (400 MHz, d6-DMSO) δ 8.58 (t, J=6 Hz, 1H), 8.35 (s, 1H), 8.17 (s, 1H), 7.28... Reactants: C(C)(=O)[O-] (acetate), [Si](C)(C)(C(C)(C)C)Cl (tert-Butyldimethylsilyl chloride), BrC=1C(=CC=2C(CCC(C2C1)(C)C)(C)C)OCCCCCO (5-(3-bromo-5,5,8,8-tetramethyl-5,6,7,8-tetrahydronaphthalen-2-yloxy)pentan-1-ol), [H-].[Na+] (sodium hydride). Run in C(C)(=O)OCC (ethyl acetate), O (water), C1CCOC1 (THF). Reaction conditions: time 2 hour. The product is BrC=1C(=CC=2C(CCC(C2C1)(C)C)(C)C)OCCCCCO[Si](C)(C)C(C)(C)C ([5-(3-Bromo-5,5,8,8-tetramethyl-5,6,7,8-tetrahydronaphthalen-2-yloxy)pentyloxy]tert-butyldimethylsilane). Reaction SMILES: C([O-])(=O)C.[Si:5](Cl)([C:8]([CH3:11])([CH3:10])[CH3:9])([CH3:7])[CH3:6].[Br:13][C:14]1[C:15]([O:28][CH2:29][CH2:30][CH2:31][CH2:32][CH2:33][OH:34])=[CH:16][C:17]2[C:18]([CH3:27])([CH3:26])[CH2:19][CH2:20][C:21]([CH3:25])([CH3:24])[C:22]=2[CH:23]=1.[H-].[Na+]>C1COCC1.C(OCC)(=O)C.O>[Br:13][C:14]1[C:15]([O:28][CH2:29][CH2:30][CH2:31][CH2:32][CH2:33][O:34][Si:5]([C:8]([CH3:11])([CH3:10])[CH3:9])([CH3:7])[CH3:6])=[CH:16][C:17]2[C:18]([CH3:26])([CH3:27])[CH2:19][CH2:20][C:21]([CH3:24])([CH3:25])[C:22]=2[CH:23]=1 |f:3.4|. Procedure: The acetate obtained above is saponified and the resulting hydroxyl group is then protected according to the following procedure: tert-Butyldimethylsilyl chloride (2.64 g) is added to a mixture of 5-(3-bromo-5,5,8,8-tetramethyl-5,6,7,8-tetrahydronaphthalen-2-yloxy)pentan-1-ol (4.3 g, 11.7 mmol) and 80% sodium hydride (422 mg) in THF (20 ml). The mixture is stirred at room temperature for 2 h. The solution is poured into a mixture of water and ethyl acetate. The organic phase is washed twice with...